Dataset: the Open Reaction Database (ORD), a public repository of structured organic reaction records. Task: describe an organic reaction: reactants, conditions, products, and yield The reactants are ClC1=C(C=CC=C1)C1=NCC=2N(C3=C1C=CC=C3)C(=NN2)C (6-(o-chlorophenyl)-1-methyl-4H-s-triazolo[4,3-a][1,4]benzodiazepine), C=O (paraformaldehyde). The solvent is C=1(C(=CC=CC1)C)C (xylene). Product: OCCC1=NN=C2N1C1=C(C(=NC2)C2=C(C=CC=C2)Cl)C=CC=C1 (1-(2-hydroxyethyl)-6-(o-chlorophenyl)-4H-s-triazolo[4,3-a][1,4]benzodiazepine). As a reaction SMILES: [Cl:1][C:2]1[CH:7]=[CH:6][CH:5]=[CH:4][C:3]=1[C:8]1[C:14]2[CH:15]=[CH:16][CH:17]=[CH:18][C:13]=2[N:12]2[C:19]([CH3:22])=[N:20][N:21]=[C:11]2[CH2:10][N:9]=1.[CH2:23]=[O:24]>C1(C)C(C)=CC=CC=1>[OH:24][CH2:23][CH2:22][C:19]1[N:12]2[C:13]3[CH:18]=[CH:17][CH:16]=[CH:15][C:14]=3[C:8]([C:3]3[CH:4]=[CH:5][CH:6]=[CH:7][C:2]=3[Cl:1])=[N:9][CH2:10][C:11]2=[N:21][N:20]=1. Reported procedure: In the manner given in Example 1, 6-(o-chlorophenyl)-1-methyl-4H-s-triazolo[4,3-a][1,4]benzodiazepine in xylene is heated with repeated additions of paraformaldehyde in an oil bath to give 1-(2-hydroxyethyl)-6-(o-chlorophenyl)-4H-s-triazolo[4,3-a][1,4]benzodiazepine. Reactants: C1(=CC=CC2=CC=CC=C12)C=O (1-naphthaldehyde), C(C)OC(CC(=O)C(=O)OCC)=O (oxalacetic acid diethyl ester), C(C)OC(\C=C(\C)/N)=O (β-aminocrotonic acid ethyl ester). The solvent is C(C)O (ethanol), C(C)O (ethanol). Yields the product C(C)OC(=O)C1=C(NC(=C(C1C1=CC=CC2=CC=CC=C12)C(=O)OCC)C(=O)OCC)C (2-Methyl-4-(α-naphthyl)-1,4-dihydropyridine-3,5,6-tricarboxylic acid triethyl ester). As a reaction SMILES: [C:1]1([CH:11]=O)[C:10]2[C:5](=[CH:6][CH:7]=[CH:8][CH:9]=2)[CH:4]=[CH:3][CH:2]=1.[CH2:13]([O:15][C:16](=[O:25])[CH2:17][C:18]([C:20]([O:22][CH2:23][CH3:24])=[O:21])=O)[CH3:14].[CH2:26]([O:28][C:29](=[O:34])/[CH:30]=[C:31](\[NH2:33])/[CH3:32])[CH3:27]>C(O)C>[CH2:26]([O:28][C:29]([C:30]1[CH:11]([C:1]2[C:10]3[C:5](=[CH:6][CH:7]=[CH:8][CH:9]=3)[CH:4]=[CH:3][CH:2]=2)[C:17]([C:16]([O:15][CH2:13][CH3:14])=[O:25])=[C:18]([C:20]([O:22][CH2:23][CH3:24])=[O:21])[NH:33][C:31]=1[CH3:32])=[O:34])[CH3:27]. Reported procedure: After heating a solution of 15.6 g of 1-naphthaldehyde, 19 g of oxalacetic acid diethyl ester and 13 g of β-aminocrotonic acid ethyl ester in 40 ccs of ethanol under reflux for 6-8 hours, and cooling, light yellow crystals of melting point 112° (ethanol) are obtained. The reactants are BrC1=C(C=C(CN2CC(C2)C(=O)OCC)C=C1)F (ethyl 1-(4-bromo-3-fluorobenzyl)azetidine-3-carboxylate), N1=C(C=CC=C1)CC=1C=CC2=C(C=C(O2)B(O)O)C1 (5-(pyridin-2-ylmethyl)benzofuran-2-ylboronic acid), C(C)(=O)[O-].[K+] (potassium acetate), bis{di(tbutyl)phenyl}palladium(II) dichloride. The solvent is CCO (EtOH). Run at temperature 80 celsius. Yields the product FC=1C=C(C=CC1C=1OC2=C(C1)C=C(C=C2)CC2=NC=CC=C2)CN2CC(C2)C(=O)OCC (ethyl 1-((3-fluoro-4-(5-(pyridin-2-ylmethyl)benzofuran-2-yl)phenyl)methyl)azetidine-3-carboxylate). Reaction SMILES: [N:1]1[CH:6]=[CH:5][CH:4]=[CH:3][C:2]=1[CH2:7][C:8]1[CH:9]=[CH:10][C:11]2[O:15][C:14](B(O)O)=[CH:13][C:12]=2[CH:19]=1.C([O-])(=O)C.[K+].Br[C:26]1[CH:41]=[CH:40][C:29]([CH2:30][N:31]2[CH2:34][CH:33]([C:35]([O:37][CH2:38][CH3:39])=[O:36])[CH2:32]2)=[CH:28][C:27]=1[F:42]>CCO>[F:42][C:27]1[CH:28]=[C:29]([CH2:30][N:31]2[CH2:34][CH:33]([C:35]([O:37][CH2:38][CH3:39])=[O:36])[CH2:32]2)[CH:40]=[CH:41][C:26]=1[C:14]1[O:15][C:11]2[CH:10]=[CH:9][C:8]([CH2:7][C:2]3[CH:3]=[CH:4][CH:5]=[CH:6][N:1]=3)=[CH:19][C:12]=2[CH:13]=1 |f:1.2|. Procedure: In a sealed flask, a mixture of 5-(pyridin-2-ylmethyl)benzofuran-2-ylboronic acid (214 mg, 846 μmol) and potassium acetate (166 mg, 1691 μmol) was set under argon, treated with bis{di(tbutyl)phenyl}palladium(II) dichloride (32 mg, 51 μmol), followed by a solution of ethyl 1-(4-bromo-3-fluorobenzyl)azetidine-3-carboxylate (267 mg, 846 μmol) in EtOH (5 mL). The resulting suspension was degassed again and heated to 80° C. for 2.5 h. The mixture was cooled to ˜10° C. and dropwise treated with H2O (1... Reactants: CC1=NN=C(N1C1=C(C(=O)O)C=CC=C1)C1=CC=C(C=C1)[N+](=O)[O-] (2-[3-methyl-5-(4-nitrophenyl)-[1,2,4]triazol-4-yl]benzoic acid). The reagents and catalysts are [Pd] (Pd/C). Run in O1CCCC1 (tetrahydrofuran). Yields the product NC1=CC=C(C=C1)C1=NN=C(N1C1=C(C(=O)O)C=CC=C1)C (2-[3-(4-aminophenyl)-5-methyl-[1,2,4]triazol-4-yl]benzoic acid). RXN SMILES: [CH3:1][C:2]1[N:6]([C:7]2[CH:15]=[CH:14][CH:13]=[CH:12][C:8]=2[C:9]([OH:11])=[O:10])[C:5]([C:16]2[CH:21]=[CH:20][C:19]([N+:22]([O-])=O)=[CH:18][CH:17]=2)=[N:4][N:3]=1>O1CCCC1.[Pd]>[NH2:22][C:19]1[CH:18]=[CH:17][C:16]([C:5]2[N:6]([C:7]3[CH:15]=[CH:14][CH:13]=[CH:12][C:8]=3[C:9]([OH:11])=[O:10])[C:2]([CH3:1])=[N:3][N:4]=2)=[CH:21][CH:20]=1. Procedure: was prepared by hydrogenating 270 mg of 2-[3-methyl-5-(4-nitrophenyl)-[1,2,4]triazol-4-yl]benzoic acid in the presence of Pd/C in tetrahydrofuran and purified by column chromatography (silica gel, solvent: 95:5 dichloromethane:methanol). Starting materials: C(C1=CC=CC=C1)N1[C@H](CC[C@H]1C1=CC(=C(C(=C1)F)F)F)C1(CC1)O (1-[(2R,5S)-1-benzyl-5-(3,4,5-trifluorophenyl)pyrrolidine-2-yl]cyclopropanol). The reagents and catalysts are [OH-].[OH-].[Pd+2] (palladium hydroxide on carbon). Solvent: C(C)O (ethanol). Conditions: time 3 hour. Yields the product FC=1C=C(C=C(C1F)F)[C@@H]1CC[C@@H](N1)C1(CC1)O (1-[(2R,5S)-5-(3,4,5-trifluorophenyl)pyrrolidine-2-yl]cyclopropanol). Isolated yield 99.0%. RXN SMILES: C([N:8]1[C@H:12]([C:13]2[CH:18]=[C:17]([F:19])[C:16]([F:20])=[C:15]([F:21])[CH:14]=2)[CH2:11][CH2:10][C@@H:9]1[C:22]1([OH:25])[CH2:24][CH2:23]1)C1C=CC=CC=1>[OH-].[OH-].[Pd+2].C(O)C>[F:19][C:17]1[CH:18]=[C:13]([C@H:12]2[NH:8][C@@H:9]([C:22]3([OH:25])[CH2:23][CH2:24]3)[CH2:10][CH2:11]2)[CH:14]=[C:15]([F:21])[C:16]=1[F:20] |f:1.2.3|. Procedure details: 20% palladium hydroxide on carbon (100 mg, 50% water contain) was added to an ethanol (7 mL) solution of 1-[(2R,5S)-1-benzyl-5-(3,4,5-trifluorophenyl)pyrrolidine-2-yl]cyclopropanol (600 mg). Under a hydrogen atmosphere, stirring was continued for 3 hours. The resultant was filtered on celite, and by removing the solvent under a vacuum, the title compound (440 mg) was obtained. The physical property values are as follows. Starting materials: CC1=C(N)C(=CC=C1)C (2,6-dimethyl-aniline), C(C#C)Br (propargyl bromide). Yields the product CC1=C(NCC#C)C(=CC=C1)C (2,6-Dimethyl-N-propargyl-aniline). RXN SMILES: [CH3:1][C:2]1[CH:8]=[CH:7][CH:6]=[C:5]([CH3:9])[C:3]=1[NH2:4].[CH2:10](Br)[C:11]#[CH:12]>>[CH3:1][C:2]1[CH:8]=[CH:7][CH:6]=[C:5]([CH3:9])[C:3]=1[NH:4][CH2:12][C:11]#[CH:10]. Reported procedure: 2,6-Dimethyl-N-propargyl-aniline was prepared by reacting 2,6-dimethyl-aniline with propargyl bromide according to the statements in the literature (see U.S. Pat. No. 4,001,325). ##STR100## The reactants are BrC1=CC=C(C=C1)C(CC(=O)N(C)OC)C1=C(C=CC=C1)C (3-(4-Bromo-phenyl)-N-methoxy-N-methyl-3-o-tolyl-propionamide), FC1=NC=C(C=C1)C (2-fluoro-5-methylpyridine). Product: BrC1=CC=C(C=C1)C(CC(=O)C=1C(=NC=C(C1)C)F)C1=C(C=CC=C1)C (3-(4-Bromo-phenyl)-1-(2-fluoro-5-methyl-pyridin-3-yl)-3-o-tolyl-propan-1-one). As a reaction SMILES: [Br:1][C:2]1[CH:7]=[CH:6][C:5]([CH:8]([C:16]2[CH:21]=[CH:20][CH:19]=[CH:18][C:17]=2[CH3:22])[CH2:9][C:10](N(OC)C)=[O:11])=[CH:4][CH:3]=1.[F:23][C:24]1[CH:29]=[CH:28][C:27]([CH3:30])=[CH:26][N:25]=1>>[Br:1][C:2]1[CH:7]=[CH:6][C:5]([CH:8]([C:16]2[CH:21]=[CH:20][CH:19]=[CH:18][C:17]=2[CH3:22])[CH2:9][C:10]([C:29]2[C:24]([F:23])=[N:25][CH:26]=[C:27]([CH3:30])[CH:28]=2)=[O:11])=[CH:4][CH:3]=1. Reported procedure: In analogy to example 74, step 5, from 3-(4-bromo-phenyl)-N-methoxy-N-methyl-3-o-tolyl-propionamide (example 74, step 4) and 2-fluoro-5-methylpyridine (CAS RN: [2369-19-9]) was prepared the title compound as a colorless oil, MS (ESI+): m/z=411 ([M]+, 1Br).